From a dataset of the Open Reaction Database (ORD), a public repository of structured organic reaction records. describe an organic reaction: reactants, conditions, products, and yield The reactants are CCO, CC(C(=O)O)c1ccc(Cc2ccc(Cl)cc2)n1C, [Na+], [OH-], O. Yields the product CC(C(=O)O)c1ccc(C(=O)c2ccc(Cl)cc2)n1C. As a reaction SMILES: [CH3:22][CH2:23][OH:24].[Cl:1][c:2]1[cH:3][cH:4][c:5]([CH2:6][c:7]2[cH:8][cH:9][c:10]([CH:13]([C:14](=[O:15])[OH:16])[CH3:17])[n:11]2[CH3:12])[cH:18][cH:19]1.[Na+:21].[OH-:20].[OH2:25]>>[Cl:1][c:2]1[cH:3][cH:4][c:5]([C:6]([c:7]2[cH:8][cH:9][c:10]([CH:13]([C:14](=[O:15])[OH:16])[CH3:17])[n:11]2[CH3:12])=[O:24])[cH:18][cH:19]1. Reactants: Cc1ccccc1OCC(=O)O, CCN(C(C)C)C(C)C, O=C(Cl)C(=O)Cl, ClCCl, Nc1ccc(C=O)cc1, CN(C)C=O. Product: Cc1ccccc1OCC(=O)Nc1ccc(C=O)cc1. RXN SMILES: [CH3:1][c:2]1[c:3]([O:4][CH2:5][C:6](=[O:7])[OH:8])[cH:9][cH:10][cH:11][cH:12]1.[CH:28]([N:29]([CH2:30][CH3:31])[CH:32]([CH3:33])[CH3:34])([CH3:35])[CH3:36].[Cl:13][C:14]([C:15]([Cl:16])=[O:17])=[O:18].[Cl:37][CH2:38][Cl:39].[NH2:19][c:20]1[cH:21][cH:22][c:23]([CH:24]=[O:25])[cH:26][cH:27]1.[O:40]=[CH:41][N:42]([CH3:43])[CH3:44]>>[CH3:1][c:2]1[c:3]([O:4][CH2:5][C:6](=[O:8])[NH:19][c:20]2[cH:21][cH:22][c:23]([CH:24]=[O:25])[cH:26][cH:27]2)[cH:9][cH:10][cH:11][cH:12]1. As a reaction SMILES: [CH2:31]([Cl:32])[Cl:33].[Cl:1][c:2]1[cH:3][c:4]([F:30])[c:5]([O:6][c:7]2[n:8][cH:9][n:10][c:11]3[cH:12][c:13]([CH:19]=[CH:20][C:21](=[O:22])[O:23][C:24]([CH3:25])([CH3:26])[CH3:27])[c:14]([O:17][CH3:18])[cH:15][c:16]23)[cH:28][cH:29]1.[F:34][C:35]([F:36])([F:37])[C:38]([OH:39])=[O:40]>>[Cl:1][c:2]1[cH:3][c:4]([F:30])[c:5]([O:6][c:7]2[n:8][cH:9][n:10][c:11]3[cH:12][c:13]([CH:19]=[CH:20][C:21](=[O:22])[OH:23])[c:14]([O:17][CH3:18])[cH:15][c:16]23)[cH:28][cH:29]1. Starting materials: ClCCl, COc1cc2c(Oc3ccc(Cl)cc3F)ncnc2cc1C=CC(=O)OC(C)(C)C, O=C(O)C(F)(F)F. Product: COc1cc2c(Oc3ccc(Cl)cc3F)ncnc2cc1C=CC(=O)O.